This data is from the Open Reaction Database (ORD), a public repository of structured organic reaction records. The task is: describe an organic reaction: reactants, conditions, products, and yield Starting materials: [Br-], C[Mg+], CON(C)C(=O)c1ccc2[nH]c(=O)c3cnc(C4CCCCC4)n3c2c1, C1CCOC1, C1CCOC1, O. Yields the product CC(=O)c1ccc2[nH]c(=O)c3cnc(C4CCCCC4)n3c2c1. As a reaction SMILES: [Br-:32].[CH3:33][Mg+:34].[CH:1]1([c:7]2[n:8][cH:9][c:10]3[n:11]2[c:12]2[cH:13][c:14]([C:21](=[O:22])[N:23]([CH3:24])[O:25][CH3:26])[cH:15][cH:16][c:17]2[nH:18][c:19]3=[O:20])[CH2:2][CH2:3][CH2:4][CH2:5][CH2:6]1.[O:27]1[CH2:28][CH2:31][CH2:30][CH2:29]1.[O:36]1[CH2:37][CH2:38][CH2:39][CH2:40]1.[OH2:35]>>[CH:1]1([c:7]2[n:8][cH:9][c:10]3[n:11]2[c:12]2[cH:13][c:14]([C:21](=[O:22])[CH3:28])[cH:15][cH:16][c:17]2[nH:18][c:19]3=[O:20])[CH2:2][CH2:3][CH2:4][CH2:5][CH2:6]1. Reactants: C1(CC1)N(CC1=C(C=C(C=C1)C#C)C)CC (cyclopropyl-ethyl-(4-ethynyl-2-methyl-benzyl)-amine), C1(CC1)N(CC1=C(C=C(C=C1)C#C)C)CC (cyclopropyl-ethyl-(4-ethynyl-2-methyl-benzyl)-amine), COC(CC1=CC=C(C=C1)I)=O (4-iodo phenyl acetic acid methyl ester), COC(CC1=CC=C(C=C1)I)=O (4-iodo phenyl acetic acid methyl ester). Reagents/catalysts: [Cu]I (copper(I)iodide), Cl[Pd]([P](C1=CC=CC=C1)(C2=CC=CC=C2)C3=CC=CC=C3)([P](C4=CC=CC=C4)(C5=CC=CC=C5)C6=CC=CC=C6)Cl (Dichlorobis(triphenylphosphine)palladium(II)). Run in C(C)N(CC)CC (triethylamine). Run at time 8 hour. The product is EtOAc-hexanes, C1(CC1)N(CC)CC1=C(C=C(C=C1)C=CC1=CC=C(C=C1)CC(=O)OC)C (Methyl (4-{4-[(cyclopropyl-ethyl-amino)-methyl]-3-methyl-phenylethenyl}-phenyl)-acetate). Yield: 52.7%. Reaction SMILES: [CH:1]1([N:4]([CH2:15][CH3:16])[CH2:5][C:6]2[CH:11]=[CH:10][C:9]([C:12]#[CH:13])=[CH:8][C:7]=2[CH3:14])[CH2:3][CH2:2]1.[CH3:17][O:18][C:19](=[O:28])[CH2:20][C:21]1[CH:26]=[CH:25][C:24](I)=[CH:23][CH:22]=1>C(N(CC)CC)C.[Cu]I.Cl[Pd](Cl)([P](C1C=CC=CC=1)(C1C=CC=CC=1)C1C=CC=CC=1)[P](C1C=CC=CC=1)(C1C=CC=CC=1)C1C=CC=CC=1>[CH:1]1([N:4]([CH2:5][C:6]2[CH:11]=[CH:10][C:9]([CH:12]=[CH:13][C:24]3[CH:25]=[CH:26][C:21]([CH2:20][C:19]([O:18][CH3:17])=[O:28])=[CH:22][CH:23]=3)=[CH:8][C:7]=2[CH3:14])[CH2:15][CH3:16])[CH2:3][CH2:2]1 |^1:40,59|. Reported procedure: Using General Procedure F; cyclopropyl-ethyl-(4-ethynyl-2-methyl-benzyl)-amine (Intermediate 161, 300.0 mg, 1.41 mmols) and methyl-(4-iodophenyl)-acetate (Reagent B, 388.0 mg, 1.41 mmols) in triethylamine (8 mL) was treated with copper(I)iodide (67.0 mg, 0.35 mmol) and sparged with argon for 15 minutes. Dichlorobis(triphenylphosphine)palladium(II) (246 mg, 0.35 mmol) was added and the reaction mixture was stirred overnight at room temperature. Column chromatography (5-7% EtOAc-hexanes) afforded ... Starting materials: [BH4-], CO, [Na+], O=C(CN1CCCC(COc2ccc(C(F)(F)F)cc2)C1)C1(c2ccc3c(c2)OCO3)CCC1, O. Yields the product OC(CN1CCCC(COc2ccc(C(F)(F)F)cc2)C1)C1(c2ccc3c(c2)OCO3)CCC1. Reaction SMILES: [BH4-:35].[CH3:38][OH:39].[Na+:36].[O:1]1[CH2:2][O:3][c:4]2[c:5]1[cH:6][cH:7][c:8]([C:10]1([C:14]([CH2:15][N:16]3[CH2:17][CH:18]([CH2:22][O:23][c:24]4[cH:25][cH:26][c:27]([C:30]([F:31])([F:32])[F:33])[cH:28][cH:29]4)[CH2:19][CH2:20][CH2:21]3)=[O:34])[CH2:11][CH2:12][CH2:13]1)[cH:9]2.[OH2:37]>>[O:1]1[CH2:2][O:3][c:4]2[c:5]1[cH:6][cH:7][c:8]([C:10]1([CH:14]([CH2:15][N:16]3[CH2:17][CH:18]([CH2:22][O:23][c:24]4[cH:25][cH:26][c:27]([C:30]([F:31])([F:32])[F:33])[cH:28][cH:29]4)[CH2:19][CH2:20][CH2:21]3)[OH:34])[CH2:11][CH2:12][CH2:13]1)[cH:9]2. Reaction SMILES: [O:1]=[C:2]1[CH2:11][CH2:10][C:9]2([O:12][Si](C)(C)C)[C:4]3([CH3:20])[CH:5]=[CH:6][CH:7]([CH2:19][CH:3]13)[C:8]2([CH3:18])[CH3:17].C([O-])(O)=O.[Na+]>C(O)(=O)C.O1CCCC1.O>[O:1]=[C:2]1[CH2:11][CH2:10][C:9]2([OH:12])[C:4]3([CH3:20])[CH:5]=[CH:6][CH:7]([CH2:19][CH:3]13)[C:8]2([CH3:17])[CH3:18] |f:1.2,3.4.5|. Yields the product O=C1C2C3(C=CC(C(C3(CC1)O)(C)C)C2)C (1,2,3,4,4a,5,6,8a-octahydro-2-oxo-4a-hydroxy-5,5,8a-trimethyl-1,6-methanonaphthalene). The reactants are O=C1C2C3(C=CC(C(C3(CC1)O[Si](C)(C)C)(C)C)C2)C (1,2,3,4,4a,5,6,8a-octahydro-2-oxo-4a-trimethylsilyloxy-5,5,8a-trimethyl-1,6-methanonaphthalene), C(=O)(O)[O-].[Na+] (NaHCO3). Procedure details: A solution of 21 mg of 1,2,3,4,4a,5,6,8a-octahydro-2-oxo-4a-trimethylsilyloxy-5,5,8a-trimethyl-1,6-methanonaphthalene in 4 ml of acetic acid/tetrahydrofuran/water (3:1:1) was stirred under argon at 25° C. over 10 hours, then poured into saturated aqueous NaHCO3 solution and extracted with CH2Cl2. After chromatography (SiO2, ethyl acetate/CH2Cl2) and sublimation, there were obtained 15 mg of 1,2,3,4,4a,5,6,8a-octahydro-2-oxo-4a-hydroxy-5,5,8a-trimethyl-1,6-methanonaphthalene (m.p. 112°-115° C., 9... The solvent is C(C)(=O)O.O1CCCC1.O (acetic acid tetrahydrofuran water). Yield: 94.8%. Reactants: C12N(CC(C1)C2)C2=NC(=CC(=C2)N2[C@@H]1CO[C@H](C2)C1)Cl ((1S,4S)-5-(2-(2-azabicyclo[2.1.1]hexan-2-yl)-6-chloropyridin-4-yl)-2-oxa-5-azabicyclo[2.2.1]heptane), FC(OC=1C(=NC=C(C1)B1OC(C(O1)(C)C)(C)C)N)F (3-(difluoromethoxy)-5-(4,4,5,5-tetramethyl-1,3,2-dioxaborolan-2-yl)pyridin-2-amine), C([O-])([O-])=O.[K+].[K+] (potassium carbonate). The reagents and catalysts are [Pd](Cl)Cl.C1(=CC=CC=C1)P([C-]1C=CC=C1)C1=CC=CC=C1.[C-]1(C=CC=C1)P(C1=CC=CC=C1)C1=CC=CC=C1.[Fe+2] (1,1′-bis(diphenylphosphino)ferrocene-palladium(II)dichloride). Run in O1CCOCC1.O (dioxane water). Reaction conditions: temperature 120 celsius. The product is C12CN(C(C1)C2)C2=CC(=CC(=N2)C=2C=C(C(=NC2)N)OC(F)F)N2[C@@H]1CO[C@H](C2)C1 (5-[6-(3-azabicyclo[2.1.1]hexan-3-yl)-4-[(1S,4S)-2-oxa-5-azabicyclo[2.2.1]heptan-5-yl]-2-pyridyl]-3-(difluoromethoxy)pyridin-2-amine). The yield is 24.6%. As a reaction SMILES: [CH:1]12[CH2:6][CH:4]([CH2:5]1)[CH2:3][N:2]2[C:7]1[CH:12]=[C:11]([N:13]2[CH2:18][C@@H:17]3[CH2:19][C@H:14]2[CH2:15][O:16]3)[CH:10]=[C:9](Cl)[N:8]=1.[F:21][CH:22]([F:40])[O:23][C:24]1[C:25]([NH2:39])=[N:26][CH:27]=[C:28](B2OC(C)(C)C(C)(C)O2)[CH:29]=1.C(=O)([O-])[O-].[K+].[K+]>O1CCOCC1.O.[Pd](Cl)Cl.C1(P(C2C=CC=CC=2)[C-]2C=CC=C2)C=CC=CC=1.[C-]1(P(C2C=CC=CC=2)C2C=CC=CC=2)C=CC=C1.[Fe+2]>[CH:4]12[CH2:6][CH:1]([CH2:5]1)[N:2]([C:7]1[N:8]=[C:9]([C:28]3[CH:29]=[C:24]([O:23][CH:22]([F:40])[F:21])[C:25]([NH2:39])=[N:26][CH:27]=3)[CH:10]=[C:11]([N:13]3[CH2:18][C@@H:17]4[CH2:19][C@H:14]3[CH2:15][O:16]4)[CH:12]=1)[CH2:3]2 |f:2.3.4,5.6,7.8.9.10|. Reported procedure: To a microwave vial charged with (1S,4S)-5-(2-(2-azabicyclo[2.1.1]hexan-2-yl)-6-chloropyridin-4-yl)-2-oxa-5-azabicyclo[2.2.1]heptane (70 mg, 0.24 mmol), 3-(difluoromethoxy)-5-(4,4,5,5-tetramethyl-1,3,2-dioxaborolan-2-yl)pyridin-2-amine (75.53 mg, 0.26 mmol) and potassium carbonate (66.29 mg, 0.48 mmol) in dioxane/water (5:1, 3.0 mL) was added 1,1′-bis(diphenylphosphino)ferrocene-palladium(II)dichloride (3.5 mg, 0.048 mmol) under nitrogen. The vial was sealed and heated by microwave irradiation a... Starting materials: CN(C)C(=O)c1cnn(C)c1C(=O)O, CC(=O)Oc1cccc(-c2cn3ccc(N)nc3n2)c1. Yields the product CC(=O)Oc1cccc(-c2cn3ccc(NC(=O)c4c(C(=O)N(C)C)cnn4C)nc3n2)c1. As a reaction SMILES: [CH3:1][N:2]([C:3](=[O:4])[c:5]1[c:6]([C:11](=[O:12])[OH:13])[n:7]([CH3:10])[n:8][cH:9]1)[CH3:14].[NH2:15][c:16]1[n:17][c:18]2[n:19]([cH:20][cH:21]1)[cH:22][c:23](-[c:25]1[cH:26][c:27]([O:31][C:32]([CH3:33])=[O:34])[cH:28][cH:29][cH:30]1)[n:24]2>>[CH3:1][N:2]([C:3](=[O:4])[c:5]1[c:6]([C:11](=[O:13])[NH:15][c:16]2[n:17][c:18]3[n:19]([cH:20][cH:21]2)[cH:22][c:23](-[c:25]2[cH:26][c:27]([O:31][C:32]([CH3:33])=[O:34])[cH:28][cH:29][cH:30]2)[n:24]3)[n:7]([CH3:10])[n:8][cH:9]1)[CH3:14]. Reported procedure: A slurry of 300 mg (0.73 mmol) (2S,4R)-methanesulfonic acid 1-methanesulfonyl-4-(4-methoxy-benzylsulfanyl)-pyrrolidin-2-ylmethyl ester and 109 mg (0.73 mmol) of NaI in 5 ml benzylamine was heated in the oil bath to 100° C., evaporated in the kugelrohr at 50–70° C./1 Torr and extracted with aqueous saturated NaHCO3 solution/Et2O (3×). The organic phase was dried over Na2SO4, evaporated and the residue was crystallized from Et2O/pentane at −20° C. to give 200 mg (65%) of (2S,4R)-benzyl-[1-methanes... As a reaction SMILES: [CH3:1][S:2]([N:5]1[CH2:9][C@H:8]([S:10][CH2:11][C:12]2[CH:17]=[CH:16][C:15]([O:18][CH3:19])=[CH:14][CH:13]=2)[CH2:7][C@H:6]1[CH2:20]OS(C)(=O)=O)(=[O:4])=[O:3].[Na+].[I-].[CH2:28]([NH2:35])[C:29]1[CH:34]=[CH:33][CH:32]=[CH:31][CH:30]=1>>[CH2:28]([NH:35][CH2:20][C@@H:6]1[CH2:7][C@@H:8]([S:10][CH2:11][C:12]2[CH:13]=[CH:14][C:15]([O:18][CH3:19])=[CH:16][CH:17]=2)[CH2:9][N:5]1[S:2]([CH3:1])(=[O:3])=[O:4])[C:29]1[CH:34]=[CH:33][CH:32]=[CH:31][CH:30]=1 |f:1.2|. Yield: 65.0%. Product: C(C1=CC=CC=C1)NC[C@H]1N(C[C@@H](C1)SCC1=CC=C(C=C1)OC)S(=O)(=O)C ((2S,4R)-benzyl-[1-methanesulfonyl-4-(4-methoxy-benzylsulfanyl)-pyrrolidin-2-ylmethyl]-amine). Reactants: CS(=O)(=O)N1[C@@H](C[C@H](C1)SCC1=CC=C(C=C1)OC)COS(=O)(=O)C ((2S,4R)-methanesulfonic acid 1-methanesulfonyl-4-(4-methoxy-benzylsulfanyl)-pyrrolidin-2-ylmethyl ester), [Na+].[I-] (NaI), C(C1=CC=CC=C1)N (benzylamine).